Dataset: the Open Reaction Database (ORD), a public repository of structured organic reaction records. Task: describe an organic reaction: reactants, conditions, products, and yield Reactants: COC(C(CCN[C@H]1C(C2=CC(=CC=C2C[C@@H]1OC)C(N)=O)(CC)CC)C[C@@H]1CC[C@@H](CC1)O)=O (4-((2S,3S)-7-carbamoyl-1,1-diethyl-3-methoxy-1,2,3,4-tetrahydro-naphthalen-2-ylamino)-2-(cis-4-hydroxy-cyclohexylmethyl)-butyric acid methyl ester), O (water), [OH-].[Na+] (NaOH). Solvent: CO (MeOH), CC(=O)O (AcOH). Reaction conditions: temperature 50 celsius, time 15 hour. Yields the product C(N)(=O)C1=CC=C2C[C@@H]([C@H](C(C2=C1)(CC)CC)NCCC(C(=O)O)C[C@@H]1CC[C@@H](CC1)O)OC (4-((2S,3S)-7-Carbamoyl-1,1-diethyl-3-methoxy-1,2,3,4-tetrahydro-naphthalen-2-ylamino)-2-(cis-4-hydroxy-cyclohexylmethyl)-butyric acid). Isolated yield 103.4%. RXN SMILES: C[O:2][C:3](=[O:35])[CH:4]([CH2:27][C@H:28]1[CH2:33][CH2:32][C@@H:31]([OH:34])[CH2:30][CH2:29]1)[CH2:5][CH2:6][NH:7][C@@H:8]1[C@@H:17]([O:18][CH3:19])[CH2:16][C:15]2[C:10](=[CH:11][C:12]([C:20](=[O:22])[NH2:21])=[CH:13][CH:14]=2)[C:9]1([CH2:25][CH3:26])[CH2:23][CH3:24].O.[OH-].[Na+]>CO.CC(O)=O>[C:20]([C:12]1[CH:11]=[C:10]2[C:15]([CH2:16][C@H:17]([O:18][CH3:19])[C@@H:8]([NH:7][CH2:6][CH2:5][CH:4]([CH2:27][C@H:28]3[CH2:33][CH2:32][C@@H:31]([OH:34])[CH2:30][CH2:29]3)[C:3]([OH:35])=[O:2])[C:9]2([CH2:23][CH3:24])[CH2:25][CH3:26])=[CH:14][CH:13]=1)(=[O:22])[NH2:21] |f:2.3|. Procedure details: To a solution of 4-((2S,3S)-7-carbamoyl-1,1-diethyl-3-methoxy-1,2,3,4-tetrahydro-naphthalen-2-ylamino)-2-(cis-4-hydroxy-cyclohexylmethyl)-butyric acid methyl ester (f2) (56 mg, 0.11 mmol) in MeOH (0.50 mL) was added water (66 μL) and 10 N NaOH (66 μL, 0.66 mmol). The mixture was heated at 50° C. After 15 h, the reaction mixture was cooled to RT, dissolved in 50% aqueous AcOH (6 mL) and purified by preparative HPLC to give the title compound (54 mg) as a lyophylized powder. (m/z): [M+H]+ calcd fo...